describe an organic reaction: reactants, conditions, products, and yield From a dataset of the Open Reaction Database (ORD), a public repository of structured organic reaction records. The reactants are C[Si](C)(C)CCN1C(=O)CN(c2ccc(C=CCc3ccccc3)cc2OCc2ccccc2)S1(=O)=O, C1CCOC1, CCCC[N+](CCCC)(CCCC)CCCC, [F-]. Yields the product O=C1CN(c2ccc(C=CCc3ccccc3)cc2OCc2ccccc2)S(=O)(=O)N1. Reaction SMILES: [CH2:19]([c:20]1[cH:21][cH:22][cH:23][cH:24][cH:25]1)[O:26][c:27]1[c:28]([N:42]2[CH2:43][C:44](=[O:55])[N:45]([CH2:49][CH2:50][Si:51]([CH3:52])([CH3:53])[CH3:54])[S:46]2(=[O:47])=[O:48])[cH:29][cH:30][c:31]([CH:33]=[CH:34][CH2:35][c:36]2[cH:37][cH:38][cH:39][cH:40][cH:41]2)[cH:32]1.[CH2:56]1[O:57][CH2:58][CH2:59][CH2:60]1.[CH3:2][CH2:3][CH2:4][CH2:5][N+:6]([CH2:7][CH2:8][CH2:9][CH3:10])([CH2:11][CH2:12][CH2:13][CH3:14])[CH2:15][CH2:16][CH2:17][CH3:18].[F-:1]>>[CH2:19]([c:20]1[cH:21][cH:22][cH:23][cH:24][cH:25]1)[O:26][c:27]1[c:28]([N:42]2[CH2:43][C:44](=[O:55])[NH:45][S:46]2(=[O:47])=[O:48])[cH:29][cH:30][c:31]([CH:33]=[CH:34][CH2:35][c:36]2[cH:37][cH:38][cH:39][cH:40][cH:41]2)[cH:32]1. Starting materials: NCC(C)N (1,2-diaminopropane), FC=1C=CC(=C(C(=O)N2CCN(CC2)C2=NC=C(C(=O)O)C=C2)C1)C(F)(F)F (6-[4-(5-fluoro-2-trifluoromethylbenzoyl)piperazin-1-yl]nicotinic acid). The product is FC=1C=CC(=C(C1)C(=O)N1CCN(CC1)C1=NC=C(C=C1)C=1NC(CN1)C)C(F)(F)F ((5-fluoro-2-trifluoromethylphenyl)-{4-[5-(5-methyl-4,5-dihydro-1H-imidazol-2-yl)pyridin-2-yl]piperazin-1-yl}methanone). Isolated yield 46.0%. Reaction SMILES: [NH2:1][CH2:2][CH:3]([NH2:5])[CH3:4].[F:6][C:7]1[CH:8]=[CH:9][C:10]([C:30]([F:33])([F:32])[F:31])=[C:11]([CH:29]=1)[C:12]([N:14]1[CH2:19][CH2:18][N:17]([C:20]2[CH:28]=[CH:27][C:23]([C:24](O)=O)=[CH:22][N:21]=2)[CH2:16][CH2:15]1)=[O:13]>>[F:6][C:7]1[CH:8]=[CH:9][C:10]([C:30]([F:32])([F:33])[F:31])=[C:11]([C:12]([N:14]2[CH2:19][CH2:18][N:17]([C:20]3[CH:28]=[CH:27][C:23]([C:24]4[NH:5][CH:3]([CH3:4])[CH2:2][N:1]=4)=[CH:22][N:21]=3)[CH2:16][CH2:15]2)=[O:13])[CH:29]=1. Procedure details: Following the procedure as described in Example 10, making variations only as required to use 1,2-diaminopropane in place of 1,2-diaminopentane to react with 6-[4-(5-fluoro-2-trifluoromethylbenzoyl)piperazin-1-yl]nicotinic acid, the title compound was obtained as a pale yellow solid in 46% yield (0.260 g). 1H NMR (300 MHz, CD3OD) δ 8.63 (d, J=2.3 Hz, 1H), 7.98-7.86 (m, 2H), 7.48-7.35 (m, 2H), 6.99 (d, J=9.2 Hz, 1H), 4.55-4.41 (m, 1H), 3.98-3.33 (m, 10H), 1.44 (d, J=6.3 Hz, 3H). MS (ES+) m/z 436 ... Starting materials: CN(C(=O)OC(C)(C)C)C(Cc1ccccc1)C(=O)O, CCN=C=NCCCN(C)C, CN(C)C=O, CCOC(C)=O, ClCCl, Cl, NCC(F)(F)F, O, On1nnc2ccccc21. Product: CN(C(=O)OC(C)(C)C)C(Cc1ccccc1)C(=O)NCC(F)(F)F. As a reaction SMILES: [C:13]([CH3:14])([CH3:15])([CH3:16])[O:17][C:18](=[O:19])[N:20]([CH3:21])[CH:22]([C:23](=[O:24])[OH:25])[CH2:26][c:27]1[cH:28][cH:29][cH:30][cH:31][cH:32]1.[CH3:2][N:3]([CH3:4])[CH2:5][CH2:6][CH2:7][N:8]=[C:9]=[N:10][CH2:11][CH3:12].[CH3:50][N:51]([CH3:52])[CH:53]=[O:54].[CH3:58][CH2:59][O:60][C:61](=[O:62])[CH3:63].[Cl:55][CH2:56][Cl:57].[ClH:1].[F:44][C:45]([CH2:46][NH2:47])([F:48])[F:49].[OH2:33].[OH:34][n:35]1[c:36]2[cH:37][cH:38][cH:39][cH:40][c:41]2[n:42][n:43]1>>[C:13]([CH3:14])([CH3:15])([CH3:16])[O:17][C:18](=[O:19])[N:20]([CH3:21])[CH:22]([C:23](=[O:25])[NH:47][CH2:46][C:45]([F:44])([F:48])[F:49])[CH2:26][c:27]1[cH:28][cH:29][cH:30][cH:31][cH:32]1. Starting materials: CC1(C)C2CC=C(c3ccc(C(=O)O)cc3)C1C2, c1ccc2c(c1)Cn1cccc1CN2. Yields the product CC1(C)C2CC=C(c3ccc(C(=O)N4Cc5cccn5Cc5ccccc54)cc3)C1C2. RXN SMILES: [CH3:1][C:2]1([CH3:18])[CH:3]2[CH2:4][CH:5]=[C:6]([c:9]3[cH:10][cH:11][c:12]([C:13](=[O:14])[OH:15])[cH:16][cH:17]3)[CH:7]1[CH2:8]2.[cH:19]1[cH:20][cH:21][n:22]2[c:23]1[CH2:24][NH:25][c:26]1[c:27]([cH:29][cH:30][cH:31][cH:32]1)[CH2:28]2>>[CH3:1][C:2]1([CH3:18])[CH:3]2[CH2:4][CH:5]=[C:6]([c:9]3[cH:10][cH:11][c:12]([C:13](=[O:14])[N:25]4[CH2:24][c:23]5[cH:19][cH:20][cH:21][n:22]5[CH2:28][c:27]5[c:26]4[cH:32][cH:31][cH:30][cH:29]5)[cH:16][cH:17]3)[CH:7]1[CH2:8]2. Reactants: C(C)(C)(C)OC(NC[C@H](CC1=CC=CC=C1)NC(=O)C1=CN(C=2C=3C=CN=CC3CCC21)CC(F)(F)F)=O (tert-butyl[(2S)-3-phenyl-2-({[1-(2,2,2-trifluoroethyl)-4,5-dihydro-1H-pyrrolo[2,3-f]isoquinolin-3-yl]carbonyl}amino)propyl]carbamate), Cl (HCl), C(C)OCC (diethylether). Run in O1CCOCC1 (dioxane), O1CCOCC1 (dioxane). Run at time 8 hour. The product is NC[C@H](CC1=CC=CC=C1)NC(=O)C1=CN(C=2C=3C=CN=CC3CCC21)CC(F)(F)F (N-[(1S)-2-Amino-1-benzylethyl]-1-(2,2,2-trifluoroethyl)-4,5-dihydro-1H-pyrrolo[2,3-f]isoquinoline-3-carboxamide). Isolated yield 75.0%. RXN SMILES: C(OC(=O)[NH:7][CH2:8][C@@H:9]([NH:17][C:18]([C:20]1[C:32]2[CH2:31][CH2:30][C:29]3[CH:28]=[N:27][CH:26]=[CH:25][C:24]=3[C:23]=2[N:22]([CH2:33][C:34]([F:37])([F:36])[F:35])[CH:21]=1)=[O:19])[CH2:10][C:11]1[CH:16]=[CH:15][CH:14]=[CH:13][CH:12]=1)(C)(C)C.Cl.C(OCC)C>O1CCOCC1>[NH2:7][CH2:8][C@@H:9]([NH:17][C:18]([C:20]1[C:32]2[CH2:31][CH2:30][C:29]3[CH:28]=[N:27][CH:26]=[CH:25][C:24]=3[C:23]=2[N:22]([CH2:33][C:34]([F:37])([F:36])[F:35])[CH:21]=1)=[O:19])[CH2:10][C:11]1[CH:16]=[CH:15][CH:14]=[CH:13][CH:12]=1. Reported procedure: To a solution of tert-butyl[(2S)-3-phenyl-2-({[1-(2,2,2-trifluoroethyl)-4,5-dihydro-1H-pyrrolo[2,3-f]isoquinolin-3-yl]carbonyl}amino)propyl]carbamate L8 (0.38 mmol) in dry dioxane (20 mL), 4M HCl in dioxane (5 mL) was added. The reaction mixture was stirred at rt overnight. The solvent was removed and the residue dissolved with DCM and washed with aq NaHCO3. The organic layer was dried (Na2SO4) and concentrated. Purification by chromatography on silica gel (eluant: DCM/MeOH 19:1) gave, after tri... Reactants: CCCN, Cc1cccc2oc(-c3cc([N+](=O)[O-])ccc3F)nc12. Product: CCCNc1ccc([N+](=O)[O-])cc1-c1nc2c(C)cccc2o1. Reaction SMILES: [CH3:21][CH2:22][CH2:23][NH2:24].[N+:1](=[O:2])([O-:3])[c:4]1[cH:5][c:6](-[c:11]2[o:12][c:13]3[c:14]([n:15]2)[c:16]([CH3:20])[cH:17][cH:18][cH:19]3)[c:7]([F:10])[cH:8][cH:9]1>>[N+:1](=[O:2])([O-:3])[c:4]1[cH:5][c:6](-[c:11]2[o:12][c:13]3[c:14]([n:15]2)[c:16]([CH3:20])[cH:17][cH:18][cH:19]3)[c:7]([NH:24][CH2:23][CH2:22][CH3:21])[cH:8][cH:9]1. Starting materials: FC1=CC=C(C=C1)CC1=CN=C2C(=C(C(N(C2=C1)CC(N1CCCC1)=O)=O)C(=O)OCC)O (ethyl 7-[(4-fluorophenyl)methyl]-4-hydroxy-2-oxo-1-[2-oxo-2-(1-pyrrolidinyl)ethyl]-1,2-dihydro-1,5-naphthyridine-3-carboxylate), COCCN (2-methoxyethylamine). Product: FC1=CC=C(C=C1)CC1=CN=C2C(=C(C(N(C2=C1)CC(N1CCCC1)=O)=O)C(=O)NCCOC)O (7-[(4-fluorophenyl)methyl]-4-hydroxy-N-[2-(methyloxy)ethyl]-2-oxo-1-[2-oxo-2-(1-pyrrolidinyl)ethyl]-1,2-dihydro-1,5-naphthyridine-3-carboxamide). RXN SMILES: [F:1][C:2]1[CH:7]=[CH:6][C:5]([CH2:8][C:9]2[CH:18]=[C:17]3[C:12]([C:13]([OH:33])=[C:14]([C:28](OCC)=[O:29])[C:15](=[O:27])[N:16]3[CH2:19][C:20](=[O:26])[N:21]3[CH2:25][CH2:24][CH2:23][CH2:22]3)=[N:11][CH:10]=2)=[CH:4][CH:3]=1.[CH3:34][O:35][CH2:36][CH2:37][NH2:38]>>[F:1][C:2]1[CH:3]=[CH:4][C:5]([CH2:8][C:9]2[CH:18]=[C:17]3[C:12]([C:13]([OH:33])=[C:14]([C:28]([NH:38][CH2:37][CH2:36][O:35][CH3:34])=[O:29])[C:15](=[O:27])[N:16]3[CH2:19][C:20](=[O:26])[N:21]3[CH2:25][CH2:24][CH2:23][CH2:22]3)=[N:11][CH:10]=2)=[CH:6][CH:7]=1. Reported procedure: This compound was prepared from ethyl 7-[(4-fluorophenyl)methyl]-4-hydroxy-2-oxo-1-[2-oxo-2-(1-pyrrolidinyl)ethyl]-1,2-dihydro-1,5-naphthyridine-3-carboxylate and 2-methoxyethylamine employing methods similar to those described in Example 110 and was obtained as a white solid: 1H NMR (CDCl3) δ 10.18 (1H, br t, J=5 Hz), 8.54 (1H, d, J=1 Hz), 7.15 (2H, dd, J=9, 5 Hz), 7.07 (1H, s), 7.02 (2H, t, J=9 Hz), 4.88 (2H, s), 4.11 (2H, s), 3.64 (2H, m), 3.57 (2H, m), 3.51 (2H, m), 3.45 (2H, m), 3.39 (3H, s... Reaction conditions: time 3 hour. The product is FC(C(=O)O)(F)F.ClC=1C(=C2N(CCNC2)C1C1=CC=CC=C1)C(=O)N (7-Chloro-6-phenyl-1,2,3,4-tetrahydropyrrolo[1,2-a]pyrazine-8-carboxylic acid amide trifluoroacetic acid salt). The reactants are C(C)(C)OC(=O)N1CCC(CC1)NC(=O)N1CC=2N(CC1)C(=C(C2C(N)=O)Cl)C2=CC=CC=C2 (4-[(8-carbamoyl-7-chloro-6-phenyl-3,4-dihydro-1H-pyrrolo[1,2-a]pyrazine-2-carbonyl)amino]piperidine-1-carboxylic acid isopropyl ester), FC(C(=O)O)(F)F (trifluoroacetic acid), FC(C(=O)O)(F)F (trifluoroacetic acid). Procedure: A solution of 8-carbamoyl-7-chloro-6-phenyl-3,4-dihydro-1H-pyrrolo[1,2-a]pyrazine-2-carboxylic acid tert-butyl ester (2.75 g, Reference Example 2) in dichloromethane (60 mL) was treated with trifluoroacetic acid (5.64 mL). After stirring at room temperature for a further 3 hours the reaction mixture was further treated with trifluoroacetic acid (0.5 mL) and then further stirred for 1 hour. The reaction mixture was evaporated to afford an oil, which was azeotroped with toluene and then triturated... The solvent is ClCCl (dichloromethane). As a reaction SMILES: C(OC(N1CCC(NC([N:16]2[CH2:21][CH2:20][N:19]3[C:22]([C:29]4[CH:34]=[CH:33][CH:32]=[CH:31][CH:30]=4)=[C:23]([Cl:28])[C:24]([C:25](=[O:27])[NH2:26])=[C:18]3[CH2:17]2)=O)CC1)=O)(C)C.[F:35][C:36]([F:41])([F:40])[C:37]([OH:39])=[O:38]>ClCCl>[F:35][C:36]([F:41])([F:40])[C:37]([OH:39])=[O:38].[Cl:28][C:23]1[C:24]([C:25]([NH2:26])=[O:27])=[C:18]2[CH2:17][NH:16][CH2:21][CH2:20][N:19]2[C:22]=1[C:29]1[CH:34]=[CH:33][CH:32]=[CH:31][CH:30]=1 |f:3.4|. Starting materials: C(C)(C)(C)OC(=O)N1CCN(CC1)C1=NC=C(C=C1C)Br (4-(5-bromo-3-methyl-pyridin-2-yl)-piperazine-1-carboxylic acid tert-butyl ester), CN(C)C=O (DMF). Reagents/catalysts: [C-]#N.[C-]#N.[Zn+2] (Zn(CN)2), C=1C=CC(=CC1)[P](C=2C=CC=CC2)(C=3C=CC=CC3)[Pd]([P](C=4C=CC=CC4)(C=5C=CC=CC5)C=6C=CC=CC6)([P](C=7C=CC=CC7)(C=8C=CC=CC8)C=9C=CC=CC9)[P](C=1C=CC=CC1)(C=1C=CC=CC1)C=1C=CC=CC1 (Pd(PPh3)4). Product: C(C)(C)(C)OC(=O)N1CCN(CC1)C1=NC=C(C=C1C)C#N (4-(5-Cyano-3-methyl-pyridin-2-yl)-piperazine-1-carboxylic acid tert-butyl ester). RXN SMILES: [C:1]([O:5][C:6]([N:8]1[CH2:13][CH2:12][N:11]([C:14]2[C:19]([CH3:20])=[CH:18][C:17](Br)=[CH:16][N:15]=2)[CH2:10][CH2:9]1)=[O:7])([CH3:4])([CH3:3])[CH3:2].[CH3:22][N:23](C=O)C>[C-]#N.[C-]#N.[Zn+2].C1C=CC([P]([Pd]([P](C2C=CC=CC=2)(C2C=CC=CC=2)C2C=CC=CC=2)([P](C2C=CC=CC=2)(C2C=CC=CC=2)C2C=CC=CC=2)[P](C2C=CC=CC=2)(C2C=CC=CC=2)C2C=CC=CC=2)(C2C=CC=CC=2)C2C=CC=CC=2)=CC=1>[C:1]([O:5][C:6]([N:8]1[CH2:13][CH2:12][N:11]([C:14]2[C:19]([CH3:20])=[CH:18][C:17]([C:22]#[N:23])=[CH:16][N:15]=2)[CH2:10][CH2:9]1)=[O:7])([CH3:4])([CH3:3])[CH3:2] |f:2.3.4,^1:35,37,56,75|. Procedure: Heat a solution of 4-(5-bromo-3-methyl-pyridin-2-yl)-piperazine-1-carboxylic acid tert-butyl ester (5.0 g, 14.0 mmol), Zn(CN)2 (989 mg, 8.4 mmol) and Pd(PPh3)4 (970 mg, 0.84 mmol), in dry DMF (50 mL) at 80° C. for 16 h under nitrogen in a sealed tube. Partition the reaction mixture between water and EtOAc. Wash the EtOAc layer with water (1×) and brine (1×), dry (Na2SO4) and concentrate under reduced pressure to give the title compound, and use immediately for the next reaction. The reactants are O=C1CCC(=O)N1Br, ClC(Cl)(Cl)Cl, COC(=O)c1ccc(C(=O)OC)c(C)c1. Product: COC(=O)c1ccc(C(=O)OC)c(CBr)c1. As a reaction SMILES: [Br:16][N:17]1[C:18](=[O:19])[CH2:20][CH2:21][C:22]1=[O:23].[C:24]([Cl:25])([Cl:26])([Cl:27])[Cl:28].[CH3:1][O:2][C:3]([c:4]1[c:5]([CH3:14])[cH:6][c:7]([C:8](=[O:9])[O:10][CH3:11])[cH:12][cH:13]1)=[O:15]>>[CH3:1][O:2][C:3]([c:4]1[c:5]([CH2:14][Br:16])[cH:6][c:7]([C:8](=[O:9])[O:10][CH3:11])[cH:12][cH:13]1)=[O:15].